Dataset: the Open Reaction Database (ORD), a public repository of structured organic reaction records. Task: describe an organic reaction: reactants, conditions, products, and yield Reactants: ClC1=C(C=C(C=C1)Cl)NC(SC)=NC(C)=O (N-(2,5-dichlorophenyl)-N'-acetyl-S-methylisothiourea), C1(=CC=C(C=C1)S(=O)(=O)O)C.C(CN)N (ethylenediamine mono-p-toluenesulphonate). Run in CCCCCO (n-amyl alcohol). The product is ClC1=C(C=C(C=C1)Cl)NC=1NCCN1 (2-(2',5'-dichlorophenylamino)-imidazoline). As a reaction SMILES: [Cl:1][C:2]1[CH:7]=[CH:6][C:5]([Cl:8])=[CH:4][C:3]=1[NH:9][C:10](=[N:13][C:14](=O)[CH3:15])SC.C1(C)C=CC(S(O)(=O)=O)=CC=1.C(N)C[NH2:30]>CCCCCO>[Cl:1][C:2]1[CH:7]=[CH:6][C:5]([Cl:8])=[CH:4][C:3]=1[NH:9][C:10]1[NH:30][CH2:15][CH2:14][N:13]=1 |f:1.2|. Procedure: 2.8 g (0.01 M) of N-(2,5-dichlorophenyl)-N'-acetyl-S-methylisothiourea and 7.0 g (0.03 M) of ethylenediamine mono-p-toluenesulphonate are boiled with 30 ml of n-amyl alcohol for 5 hours. The reaction solution is washed with 50 ml of a saturated solution of sodium carbonate and 50 ml of water. The amyl alcohol is distilled off under vacuum until a dry residue is obtained which after being recrystallized from ethylacetate gives 1.5 g (65% of the theoretical yield of 2-(2',5'-dichlorophenylamino)-i... Starting materials: CC(C)(C(=O)O)C(=O)NCC(F)(F)C(F)(F)F, CC(C)OCCN1C(=O)C(N)c2ccccc2-c2ccccc21. Product: CC(C)OCCN1C(=O)C(NC(=O)C(C)(C)C(=O)NCC(F)(F)C(F)(F)F)c2ccccc2-c2ccccc21. As a reaction SMILES: [CH3:24][C:25]([C:26](=[O:27])[OH:28])([C:29](=[O:30])[NH:31][CH2:32][C:33]([C:34]([F:35])([F:36])[F:37])([F:38])[F:39])[CH3:40].[NH2:1][CH:2]1[c:3]2[c:4]([cH:20][cH:21][cH:22][cH:23]2)-[c:5]2[c:6]([cH:16][cH:17][cH:18][cH:19]2)[N:7]([CH2:10][CH2:11][O:12][CH:13]([CH3:14])[CH3:15])[C:8]1=[O:9]>>[NH:1]([CH:2]1[c:3]2[c:4]([cH:20][cH:21][cH:22][cH:23]2)-[c:5]2[c:6]([cH:16][cH:17][cH:18][cH:19]2)[N:7]([CH2:10][CH2:11][O:12][CH:13]([CH3:14])[CH3:15])[C:8]1=[O:9])[C:26]([C:25]([CH3:24])([C:29](=[O:30])[NH:31][CH2:32][C:33]([C:34]([F:35])([F:36])[F:37])([F:38])[F:39])[CH3:40])=[O:27]. Reactants: CCCCN, Cc1ccccc1, O=C1CCCCC1. The product is CCCCN=C1CCCCC1. As a reaction SMILES: [CH2:1]([CH2:2][CH2:3][CH3:4])[NH2:5].[CH3:13][c:14]1[cH:15][cH:16][cH:17][cH:18][cH:19]1.[O:6]=[C:7]1[CH2:8][CH2:9][CH2:10][CH2:11][CH2:12]1>>[CH2:1]([CH2:2][CH2:3][CH3:4])[N:5]=[C:7]1[CH2:8][CH2:9][CH2:10][CH2:11][CH2:12]1. The reactants are COC(O)C(F)(F)F, Cc1ccccc1, [Mg+2], CC(C)(O)c1cc(Br)ccc1N, O=S(=O)([O-])[O-]. Product: CC1(C)OC(C(F)(F)F)Nc2ccc(Br)cc21. RXN SMILES: [CH3:13][O:14][CH:15]([C:16]([F:17])([F:18])[F:19])[OH:20].[CH3:27][c:28]1[cH:29][cH:30][cH:31][cH:32][cH:33]1.[Mg+2:21].[NH2:1][c:2]1[c:3]([C:9]([CH3:10])([CH3:11])[OH:12])[cH:4][c:5]([Br:8])[cH:6][cH:7]1.[O-:22][S:23](=[O:24])(=[O:25])[O-:26]>>[NH:1]1[c:2]2[c:3]([cH:4][c:5]([Br:8])[cH:6][cH:7]2)[C:9]([CH3:10])([CH3:11])[O:12][CH:15]1[C:16]([F:17])([F:18])[F:19]. The reactants are N1C=CC2=CC=CC=C12 (indole), [H-].[Na+] (sodium hydride), [N+](=O)([O-])C1=CC=C(CCl)C=C1 (4-nitrobenzyl chloride). Solvent: CS(=O)C (dimethyl sulfoxide), CS(=O)C (dimethyl sulfoxide). Reaction conditions: temperature 65 celsius, time 14 hour. Product: [N+](=O)([O-])C1=CC=C(CN2C=CC3=CC=CC=C23)C=C1 (1-(4-Nitrobenzyl)indole). Reaction SMILES: [H-].[Na+].[NH:3]1[C:11]2[C:6](=[CH:7][CH:8]=[CH:9][CH:10]=2)[CH:5]=[CH:4]1.[N+:12]([C:15]1[CH:22]=[CH:21][C:18]([CH2:19]Cl)=[CH:17][CH:16]=1)([O-:14])=[O:13]>CS(C)=O>[N+:12]([C:15]1[CH:22]=[CH:21][C:18]([CH2:19][N:3]2[C:11]3[C:6](=[CH:7][CH:8]=[CH:9][CH:10]=3)[CH:5]=[CH:4]2)=[CH:17][CH:16]=1)([O-:14])=[O:13] |f:0.1|. Reported procedure: A mixture of 5.28 g of sodium hydride (0.22 mol, mineral oil suspension) in 200 ml of dimethyl sulfoxide is treated with a solution of 23.4 g (0.2 mol) of indole in 100 ml of dimethyl sulfoxide. It is heated at 65° C. for 1 hour, then allowed to cool and 37.7 g (0.22 mol) of 4-nitrobenzyl chloride are then added dropwise. The solution is heated to 60° C., kept at room temperature for 14 hours and then poured into 700 ml of ater with stirring. The mixture is extracted in portions with a total of ... Starting materials: C[O-].[Na+] (Sodium methoxide), [OH-].[Na+] (sodium hydroxide), [BH4-].[Na+] (Sodium borohydride), C(C)(C)OC(C)C (diisopropyl ether), CN1N=C2C=C(C=CC2=C1C)N (2,3-dimethyl-2H-indazol-6-amine), C=O (paraformaldehyde), Cl (hydrochloric acid). Solvent: CO (methanol), C(C)(=O)OCC (ethyl acetate). Reaction conditions: temperature 60 celsius, time 15 minute. The product is CNC=1C=CC2=C(N(N=C2C1)C)C (N,2,3-trimethyl-2H-indazol-6-amine). As a reaction SMILES: C[O-].[Na+].[CH3:4][N:5]1[C:13]([CH3:14])=[C:12]2[C:7]([CH:8]=[C:9]([NH2:15])[CH:10]=[CH:11]2)=[N:6]1.C=O.[BH4-].[Na+].[OH-].[Na+].Cl.[CH:23](OC(C)C)(C)C>CO.C(OCC)(=O)C>[CH3:23][NH:15][C:9]1[CH:10]=[CH:11][C:12]2[C:7]([CH:8]=1)=[N:6][N:5]([CH3:4])[C:13]=2[CH3:14] |f:0.1,4.5,6.7|. Reported procedure: Sodium methoxide (19 gm) was dissolved in methanol (610 ml) and then added 2,3-dimethyl-2H-indazol-6-amine (13 gm). The reaction mixture was stirred for 15 minutes and then added paraformaldehyde (3.9 gm). The contents were heated to 60° C. and stirred for 10 hours. The reaction mass was then cooled to room temperature and maintained for 4 hours 30 minutes. Sodium borohydride (2.8 gm) was added to the reaction mass slowly at room temperature and then heated to reflux. The reaction mass was maint... Reactants: CC1=CC=C(C=C1)C=1C=2N(CCC1)C=CN2 (5,6-Dihydro-8-(4-methylphenyl)imidazo[1,2-a]pyridine). Reagents/catalysts: [O-2].[O-2].[Mn+4] (manganese dioxide). RXN SMILES: [CH3:1][C:2]1[CH:7]=[CH:6][C:5]([C:8]2[C:9]3[N:10]([CH:14]=[CH:15][N:16]=3)[CH2:11][CH2:12][CH:13]=2)=[CH:4][CH:3]=1>C(Cl)Cl.[O-2].[O-2].[Mn+4]>[CH3:1][C:2]1[CH:3]=[CH:4][C:5]([C:8]2[C:9]3[N:10]([CH:14]=[CH:15][N:16]=3)[CH:11]=[CH:12][CH:13]=2)=[CH:6][CH:7]=1 |f:2.3.4|. Reported procedure: Combine 30 g (0.14 mole) of the product from Example 22 with 150 g of "activated" manganese dioxide in 500 ml of methylene chloride and heat to reflux for 6 hr. Filter the reaction mixture over celite, dry over magnesium sulfate, treat with charcoal, and remove the solvent in vacuo. Crystallize the residue from ether to provide the title compound. Run in C(Cl)Cl (methylene chloride). The product is CC1=CC=C(C=C1)C=1C=2N(C=CC1)C=CN2 (8-(4-Methylphenyl)imidazo[1,2-a]pyridine). Procedure: 20 mg (0.067 mmol) of 4-(4-chlorobenzoyl)-1,3,4,5-tetrahydrobenzo[e][1,4]diazepin-2-on was dissolved in 5 ml of DMF. 3 mg (0.8 mmol) of sodium hydride was added to the obtained solution, and they were stirred at room temperature for 30 minutes. 20 mg (0.08 mmol) of 4-bromobenzyl bromide was added to the obtained mixture and they were stirred at 60° C. overnight. The reaction mixture was treated with ethyl acetate as the extracting solvent by an ordinary method to obtain the crude product. After ... Yields the product BrC1=CC=C(CN2C(CN(CC3=C2C=CC=C3)C(C3=CC=C(C=C3)Cl)=O)=O)C=C1 (1-(4-bromobenzyl)-4-(4-chlorobenzoyl)-1,3,4,5-tetrahydrobenzo[e][1,4]diazepin-2-on). Solvent: CN(C)C=O (DMF). RXN SMILES: [Cl:1][C:2]1[CH:21]=[CH:20][C:5]([C:6]([N:8]2[CH2:14][C:13]3[CH:15]=[CH:16][CH:17]=[CH:18][C:12]=3[NH:11][C:10](=[O:19])[CH2:9]2)=[O:7])=[CH:4][CH:3]=1.[H-].[Na+].[Br:24][C:25]1[CH:32]=[CH:31][C:28]([CH2:29]Br)=[CH:27][CH:26]=1.C(OCC)(=O)C>CN(C=O)C>[Br:24][C:25]1[CH:32]=[CH:31][C:28]([CH2:29][N:11]2[C:12]3[CH:18]=[CH:17][CH:16]=[CH:15][C:13]=3[CH2:14][N:8]([C:6](=[O:7])[C:5]3[CH:20]=[CH:21][C:2]([Cl:1])=[CH:3][CH:4]=3)[CH2:9][C:10]2=[O:19])=[CH:27][CH:26]=1 |f:1.2|. Conditions: time 30 minute. Reactants: C(C)(=O)OCC (ethyl acetate), ClC1=CC=C(C(=O)N2CC(NC3=C(C2)C=CC=C3)=O)C=C1 (4-(4-chlorobenzoyl)-1,3,4,5-tetrahydrobenzo[e][1,4]diazepin-2-on), BrC1=CC=C(CBr)C=C1 (4-bromobenzyl bromide), [H-].[Na+] (sodium hydride).